From a dataset of the Open Reaction Database (ORD), a public repository of structured organic reaction records. describe an organic reaction: reactants, conditions, products, and yield The reactants are Cl (hydrochloric acid), C1=CC=CC2=CC=CC=C12 (naphthalene), C1(CCC(=O)O1)=O (succinic anhydride), [Cl-].[Cl-].[Cl-].[Al+3] (aluminum trichloride). Run in [N+](=O)([O-])C1=CC=CC=C1 (nitrobenzene). The product is C1(=CC=CC2=CC=CC=C12)C(=O)CCC(=O)O (3(1-naphthoyl)propionic acid). Reaction SMILES: [CH:1]1[C:10]2[C:5](=[CH:6][CH:7]=[CH:8][CH:9]=2)[CH:4]=[CH:3][CH:2]=1.[C:11]1(=[O:17])[O:16][C:14](=[O:15])[CH2:13][CH2:12]1.[Cl-].[Cl-].[Cl-].[Al+3].Cl>[N+](C1C=CC=CC=1)([O-])=O>[C:9]1([C:11]([CH2:12][CH2:13][C:14]([OH:16])=[O:15])=[O:17])[C:10]2[C:5](=[CH:4][CH:3]=[CH:2][CH:1]=2)[CH:6]=[CH:7][CH:8]=1 |f:2.3.4.5|. Procedure: A mixture of naphthalene (40 g) and succinic anhydride (20 g) was added to a well stirred suspension of aluminum trichloride (55 g) in nitrobenzene (140 ml). The resulting mixture was stirred overnight at room temperature. The mixture was then poured slowly onto ice-water (600 g) and acidified with 6N-hydrochloric acid. The crude acid was filtered, washed with water until washings were neutral and recrystallized from ethanol yielding the product (m.p. 170°-172° C.).